describe an organic reaction: reactants, conditions, products, and yield From a dataset of the Open Reaction Database (ORD), a public repository of structured organic reaction records. Reactants: OC1=C(N=C(C2=CC=C(C=C12)OC1=CC=CC=C1)C)C(=O)OC (methyl 4-hydroxy-1-methyl-6-phenoxyisoquinoline-3-carboxylate), OC1=C(N=C(C2=CC=C(C=C12)OC1=CC=CC=C1)C)C(=O)OC (methyl 4-hydroxy-1-methyl-6-phenoxyisoquinoline-3-carboxylate), NCC(=O)O (glycine), C[O-].[Na+] (sodium methoxide). Solvent: CO (methanol). Conditions: temperature 110 celsius. The product is OC1=C(N=C(C2=CC=C(C=C12)OC1=CC=CC=C1)C)C(=O)NCC(=O)O (2-(4-hydroxy-1-methyl-6-phenoxyisoquinoline-3-carboxamido)acetic acid). RXN SMILES: [OH:1][C:2]1[C:11]2[C:6](=[CH:7][CH:8]=[C:9]([O:12][C:13]3[CH:18]=[CH:17][CH:16]=[CH:15][CH:14]=3)[CH:10]=2)[C:5]([CH3:19])=[N:4][C:3]=1[C:20](OC)=[O:21].[NH2:24][CH2:25][C:26]([OH:28])=[O:27].C[O-].[Na+]>CO>[OH:1][C:2]1[C:11]2[C:6](=[CH:7][CH:8]=[C:9]([O:12][C:13]3[CH:18]=[CH:17][CH:16]=[CH:15][CH:14]=3)[CH:10]=2)[C:5]([CH3:19])=[N:4][C:3]=1[C:20]([NH:24][CH2:25][C:26]([OH:28])=[O:27])=[O:21] |f:2.3|. Reported procedure: A pressure glass reaction flask which included top threads for a screw cap lid can be fitted with a magnetic stirrer, charged with 2e, glycine (about 3 molar equivalents), methanol, and a sodium methoxide solution (with 1.2 molar eqivalents NaOCH3) and sealed. The reaction can then be heated to 110° C. for at least 6 h during which time the reaction forms a yellow suspension. The reaction can then be cooled to 20-25° C. and evaluated by HPLC. The reaction can be continued until less than 1% 2e r... RXN SMILES: [NH2:1][C:2]1[N:7]=[C:6]2[C:8]([CH:11]3[CH2:16][CH2:15][N:14]([CH3:17])[CH2:13][CH2:12]3)=[CH:9][NH:10][C:5]2=[CH:4][CH:3]=1.[F:18][C:19]1[S:23][C:22]([C:24](Cl)=[O:25])=[CH:21][CH:20]=1>>[F:18][C:19]1[S:23][C:22]([C:24]([NH:1][C:2]2[N:7]=[C:6]3[C:8]([CH:11]4[CH2:16][CH2:15][N:14]([CH3:17])[CH2:13][CH2:12]4)=[CH:9][NH:10][C:5]3=[CH:4][CH:3]=2)=[O:25])=[CH:21][CH:20]=1. Isolated yield 17.0%. The product is FC1=CC=C(S1)C(=O)NC1=CC=C2C(=N1)C(=CN2)C2CCN(CC2)C (5-(N-[5-fluoro-2-thiophenecarbonyl]amino)-3-(1-methylpiperidin-4-yl)pyrrolo[3,2-b]pyridine). Procedure details: Beginning with 0.414 gm (1.8 mMol) 5-amino-3-(1-methylpiperidin-4-yl)pyrrolo[3,2-b]pyridine and 2.73 mMol 5-fluoro-2-thiophenecarbonyl chloride, 0.11 gm (17%) of the title compound were prepared essentially by the procedure described in Example 4. Starting materials: NC1=CC=C2C(=N1)C(=CN2)C2CCN(CC2)C (5-amino-3-(1-methylpiperidin-4-yl)pyrrolo[3,2-b]pyridine), FC1=CC=C(S1)C(=O)Cl (5-fluoro-2-thiophenecarbonyl chloride). Reactants: [O-]CC.[Na+] (sodium ethoxide), Cl (hydrochloric acid), O1CC12CCOCC2 (1,6-Dioxaspiro[2.5]octane), CC(C(CC(=O)OC)=O)C (methyl 4-methyl-3-oxopentanoate). Solvent: C(C)O (ethanol), ice water. Reaction conditions: temperature 0 celsius, time 18 hour. The product is C(C(C)C)(=O)C1C(OC2(C1)CCOCC2)=O (3-Isobutyryl-1,8-dioxaspiro[4.5]decan-2-one). RXN SMILES: [O:1]1[C:3]2([CH2:8][CH2:7][O:6][CH2:5][CH2:4]2)[CH2:2]1.[CH3:9][CH:10]([CH3:18])[C:11](=[O:17])[CH2:12][C:13](OC)=[O:14].[O-]CC.[Na+].Cl>C(O)C>[C:11]([CH:12]1[CH2:2][C:3]2([CH2:4][CH2:5][O:6][CH2:7][CH2:8]2)[O:1][C:13]1=[O:14])(=[O:17])[CH:10]([CH3:18])[CH3:9] |f:2.3|. Procedure: 6.6 g 1,6-Dioxaspiro[2.5]octane and 8.2 ml methyl 4-methyl-3-oxopentanoate are dissolved in 30 ml ethanol, cooled to 0° C. and treated in portions with 3.9 g sodium ethoxide. After completion of the addition the mixture is warmed to room temperature and stirred for 18 hours. Then the mixture is poured in 200 ml ice water, acidified to pH 3 by addition of 1 M hydrochloric acid and extracted for three times with ethylacetate. The combined organic phases are dried with sodium sulphate and the solve... The reactants are [Br-], C1CCOC1, CC(C)[Mg+], [Cl-], COc1ccc(C=O)cc1-c1ccc(F)cc1, [NH4+]. Yields the product COc1ccc(C(O)C(C)C)cc1-c1ccc(F)cc1. Reaction SMILES: [Br-:18].[CH2:25]1[O:26][CH2:27][CH2:28][CH2:29]1.[CH:19]([CH3:20])([CH3:21])[Mg+:22].[Cl-:23].[F:1][c:2]1[cH:3][cH:4][c:5](-[c:8]2[cH:9][c:10]([CH:16]=[O:17])[cH:11][cH:12][c:13]2[O:14][CH3:15])[cH:6][cH:7]1.[NH4+:24]>>[F:1][c:2]1[cH:3][cH:4][c:5](-[c:8]2[cH:9][c:10]([CH:16]([OH:17])[CH:19]([CH3:20])[CH3:21])[cH:11][cH:12][c:13]2[O:14][CH3:15])[cH:6][cH:7]1.